From a dataset of the Open Reaction Database (ORD), a public repository of structured organic reaction records. describe an organic reaction: reactants, conditions, products, and yield Reactants: O (Water), CC=1SC2=C(N1)C=C(C=C2)C(=O)O (2-methylbenzo[d]thiazole-5-carboxylic acid), C(=O)([O-])[O-].[Cs+].[Cs+] (Cs2CO3), CI (CH3I). Solvent: CCOC(=O)C (AcOEt), CN(C)C=O (DMF). Reaction conditions: time 15 minute. Product: CC=1SC2=C(N1)C=C(C=C2)C(=O)OC (methyl 2-methylbenzo[d]thiazole-5-carboxylate). Reaction SMILES: [CH3:1][C:2]1[S:3][C:4]2[CH:10]=[CH:9][C:8]([C:11]([OH:13])=[O:12])=[CH:7][C:5]=2[N:6]=1.[C:14]([O-])([O-])=O.[Cs+].[Cs+].CI.O>CN(C=O)C.CCOC(C)=O>[CH3:1][C:2]1[S:3][C:4]2[CH:10]=[CH:9][C:8]([C:11]([O:13][CH3:14])=[O:12])=[CH:7][C:5]=2[N:6]=1 |f:1.2.3|. Procedure: A solution of commercially available 2-methylbenzo[d]thiazole-5-carboxylic acid (1.500 g; 7.76 mmol) in anh. DMF (35 ml) was treated with Cs2CO3 (3.161 g; 9.70 mmol), and the heterogeneous mixture was further stirred at rt, under nitrogen, for 15 min. The mixture was then cooled to 0° C., and CH3I (1.652 g; 11.64 mmol) was added dropwise. The resulting mixture was further stirred at 0° C. for 10 min., and then at rt for 16 h. Water and AcOEt were added to the reaction mixture. The separated orga... The reactants are C(CCCCCCCCCCC)S (1-dodecanethiol), [OH-].C(C1=CC=CC=C1)[N+](C)(C)C (benzyltrimethyl ammonium hydroxide), COC(C=C)=O (methylacrylate). Solvent: 3. Conditions: time 0.5 hour. The product is C(CCCCCCCCCCC)SCCC(=O)OC (3-(n-dodecylthio)-propanoic acid, methyl ester). Yield: 100.7%. Reaction SMILES: [CH2:1]([SH:13])[CH2:2][CH2:3][CH2:4][CH2:5][CH2:6][CH2:7][CH2:8][CH2:9][CH2:10][CH2:11][CH3:12].[OH-].C([N+](C)(C)C)C1C=CC=CC=1.[CH3:26][O:27][C:28](=[O:31])[CH:29]=[CH2:30]>>[CH2:1]([S:13][CH2:30][CH2:29][C:28]([O:27][CH3:26])=[O:31])[CH2:2][CH2:3][CH2:4][CH2:5][CH2:6][CH2:7][CH2:8][CH2:9][CH2:10][CH2:11][CH3:12] |f:1.2|. Procedure details: Into a 1 liter 3 necked flask equipped with a mechanical stirrer, Claissen adaptor, thermometer and dropping funnel was charged 404 grams of 98% 1-dodecanethiol with stirring to 0.7 grams of Triton B (benzyltrimethyl ammonium hydroxide) and 180.6 grams of 99% methylacrylate. The addition was over a period of 1/2 hour and the temperature of the reaction mixture increased form 30° C. to 56° C. The reaction was stirred an extra hour wherein the temperature dropped from 56° C. to 35° C. The reaction... The reactants are COc1cc2c(Oc3ccc(N)c(C)c3C)ccnc2cc1OCc1ccccc1, CO, CN(C)C=O, O=C=Nc1ccc(F)cc1F. Yields the product COc1cc2c(Oc3ccc(NC(=O)Nc4ccc(F)cc4F)c(C)c3C)ccnc2cc1OCc1ccccc1. RXN SMILES: [CH2:1]([c:2]1[cH:3][cH:4][cH:5][cH:6][cH:7]1)[O:8][c:9]1[c:10]([O:29][CH3:30])[cH:11][c:12]2[c:13]([O:19][c:20]3[c:21]([CH3:28])[c:22]([CH3:27])[c:23]([NH2:24])[cH:25][cH:26]3)[cH:14][cH:15][n:16][c:17]2[cH:18]1.[CH3:42][OH:43].[CH3:44][N:45]([CH3:46])[CH:47]=[O:48].[F:31][c:32]1[c:33]([N:39]=[C:40]=[O:41])[cH:34][cH:35][c:36]([F:38])[cH:37]1>>[CH2:1]([c:2]1[cH:3][cH:4][cH:5][cH:6][cH:7]1)[O:8][c:9]1[c:10]([O:29][CH3:30])[cH:11][c:12]2[c:13]([O:19][c:20]3[c:21]([CH3:28])[c:22]([CH3:27])[c:23]([NH:24][C:40]([NH:39][c:33]4[c:32]([F:31])[cH:37][c:36]([F:38])[cH:35][cH:34]4)=[O:41])[cH:25][cH:26]3)[cH:14][cH:15][n:16][c:17]2[cH:18]1. Starting materials: CC1=C(C=CC=C1)C1=C2C=C(CC2=CC=C1)C(C)C (4-(2-methylphenyl)-2-isopropylindene), [Li]CCCC (n-BuLi). Solvent: CCCCC (pentane). Reaction conditions: time 4 hour. The product is CC1=C(C=CC=C1)C1=C2C=C([CH-]C2=CC=C1)C(C)C.[Li+] (Lithium 4-(2-methylphenyl)-2-isopropylindenide). RXN SMILES: [CH3:1][C:2]1[CH:7]=[CH:6][CH:5]=[CH:4][C:3]=1[C:8]1[CH:16]=[CH:15][CH:14]=[C:13]2[C:9]=1[CH:10]=[C:11]([CH:17]([CH3:19])[CH3:18])[CH2:12]2.[Li:20]CCCC>CCCCC>[CH3:1][C:2]1[CH:7]=[CH:6][CH:5]=[CH:4][C:3]=1[C:8]1[CH:16]=[CH:15][CH:14]=[C:13]2[C:9]=1[CH:10]=[C:11]([CH:17]([CH3:19])[CH3:18])[CH-:12]2.[Li+:20] |f:3.4|. Procedure: 4-(2-methylphenyl)-2-isopropylindene (6.6 g, 26.5 mmol) was dissolved in 80 mL of pentane. To this solution was added 10.6 mL of n-BuLi (2.5M in hexane) and the reaction was allowed to stir 4 hours at room temperature. A white solid precipitates from solution and was collected by frit filtration and washed with additional pentane. Yield was 5.8 g (88%). The reactants are CC(CNC1=C(C=2N(C3=CC=CC=C13)N=NN2)[N+](=O)[O-])C (N-(2-methylpropyl)-4-nitrotetrazolo[1,5-a]quinolin-5-amine). Reagents/catalysts: [Pt] (Pt/C). Run in C(C)O (ethanol). Yields the product N1=NN=C2N1C1=CC=CC=C1C(=C2N)N (tetrazolo[1,5-a]quinoline-4,5-diamine). Reaction SMILES: CC(C)C[NH:4][C:5]1[C:14]2[C:9](=[CH:10][CH:11]=[CH:12][CH:13]=2)[N:8]2[N:15]=[N:16][N:17]=[C:7]2[C:6]=1[N+:18]([O-])=O>[Pt].C(O)C>[N:15]1[N:8]2[C:9]3[C:14]([C:5]([NH2:4])=[C:6]([NH2:18])[C:7]2=[N:17][N:16]=1)=[CH:13][CH:12]=[CH:11][CH:10]=3. Reported procedure: N-(2-Methylpropyl)-4-nitrotetrazolo[1,5-a]quinolin-5-amine (1.0 g, 3.5 mmole, Example 15), ethanol (100 mL) and Pt/C were placed in a Paar apparatus. The mixture was hydrogenated at 50 psi (3.44×105 Pa). The reaction mixture was filtered to remove the catalyst then concentrated under vacuum. The residue was recrystallized from ethyl acetate to provide 0.35 g of N5-methylpropyl)tetrazolo[1,5-a]quinoline-4,5-diamine as off white needles, m.p. 148-150° C. Analysis: Calculated for C13H16N6: %C, 60.9... Starting materials: CC(C)(C)OC(=O)N1CCCN(c2cccc(Br)n2)CC1, CON(C)C(=O)c1cc(C)cnc1F, C1CCOC1. The product is Cc1cnc(F)c(C(=O)c2cccc(N3CCCN(C(=O)OC(C)(C)C)CC3)n2)c1. Reaction SMILES: [Br:1][c:2]1[cH:3][cH:4][cH:5][c:6]([N:8]2[CH2:9][CH2:10][N:11]([C:15](=[O:16])[O:17][C:18]([CH3:19])([CH3:20])[CH3:21])[CH2:12][CH2:13][CH2:14]2)[n:7]1.[F:22][c:23]1[c:24]([C:25](=[O:26])[N:27]([O:28][CH3:29])[CH3:30])[cH:31][c:32]([CH3:35])[cH:33][n:34]1.[O:36]1[CH2:37][CH2:38][CH2:39][CH2:40]1>>[c:2]1([C:25]([c:24]2[c:23]([F:22])[n:34][cH:33][c:32]([CH3:35])[cH:31]2)=[O:26])[cH:3][cH:4][cH:5][c:6]([N:8]2[CH2:9][CH2:10][N:11]([C:15](=[O:16])[O:17][C:18]([CH3:19])([CH3:20])[CH3:21])[CH2:12][CH2:13][CH2:14]2)[n:7]1. Yields the product NC=1C(=C(C=C(C(=O)O)C1)OCCCC)C(C1=CC=C(C=C1)Cl)=O (5-amino-3-n-butoxy-4-(4'-chlorobenzoyl)benzoic acid). Procedure details: By replacing in Example 1, step C, 4benzoyl-3-n-butoxy-5-nitrobenzoic acid with 3-n-butoxy-4-(4'-chlorobenzoyl)-5-nitrobenzoic acid and following the procedure described, 5-amino-3-n-butoxy-4-(4'-chlorobenzoyl)benzoic acid is obtained with a melting point of 286°-287.5° C. As a reaction SMILES: C(C1C([N+]([O-])=O)=CC(C(O)=O)=CC=1OCCCC)(=O)C1C=CC=CC=1.[CH2:26]([O:30][C:31]1[CH:32]=[C:33]([CH:37]=[C:38]([N+:49]([O-])=O)[C:39]=1[C:40](=[O:48])[C:41]1[CH:46]=[CH:45][C:44]([Cl:47])=[CH:43][CH:42]=1)[C:34]([OH:36])=[O:35])[CH2:27][CH2:28][CH3:29]>>[NH2:49][C:38]1[C:39]([C:40](=[O:48])[C:41]2[CH:42]=[CH:43][C:44]([Cl:47])=[CH:45][CH:46]=2)=[C:31]([O:30][CH2:26][CH2:27][CH2:28][CH3:29])[CH:32]=[C:33]([CH:37]=1)[C:34]([OH:36])=[O:35]. Starting materials: C(C1=CC=CC=C1)(=O)C1=C(C=C(C(=O)O)C=C1[N+](=O)[O-])OCCCC (4benzoyl-3-n-butoxy-5-nitrobenzoic acid), C(CCC)OC=1C=C(C(=O)O)C=C(C1C(C1=CC=C(C=C1)Cl)=O)[N+](=O)[O-] (3-n-butoxy-4-(4'-chlorobenzoyl)-5-nitrobenzoic acid). Reactants: CN1N=C(C(=C1NN)[N+](=O)[O-])C (1,3-dimethyl-5-hydrazino-4-nitropyrazole), O (water), Cl (hydrochloric acid). The reagents and catalysts are [Pd] (palladium-on-charcoal). The solvent is C(C)O (ethanol), C(C)O (ethanol), C(C)O (ethanol). Reaction conditions: temperature 0 celsius, time 3 hour. Product: Cl.Cl.NC=1C(=NN(C1NN)C)C (4-amino-1,3-dimethyl-5-hydrazinopyrazole dihydrochloride). Reaction SMILES: [CH3:1][N:2]1[C:6]([NH:7][NH2:8])=[C:5]([N+:9]([O-])=O)[C:4]([CH3:12])=[N:3]1.[ClH:13].O>C(O)C.[Pd]>[ClH:13].[ClH:13].[NH2:9][C:5]1[C:4]([CH3:12])=[N:3][N:2]([CH3:1])[C:6]=1[NH:7][NH2:8] |f:5.6.7|. Procedure details: A suspension of 8.6 g (0.05 mol) of 1,3-dimethyl-5-hydrazino-4-nitropyrazole and 1.5 g of 5% by weight palladium-on-charcoal containing 50% water in 200 cm3 of ethanol was placed in a hydrogenator. After stirring under a hydrogen pressure of 10 bar, at a temperature of 75° C. for 3 hours, the reaction medium was poured into a solution of 60 cm3 of ethanol and 20 cm3 of 12 N hydrochloric acid cooled to 0° C. The solution was clarified by filtration on a sinter funnel and then evaporated to drynes... The reactants are [I-].[K+] (potassium iodide), ice, BrC(C(=O)OC)C1=CC=C(C=C1)OCOC1=CC=C(C=C1)Cl (methyl bromo{p-[(p-chlorophenoxy)methoxy]phenyl}acetate), ClC1=CC=C(C=C1)O (p-chlorophenol), [H-].[Na+] (sodium hydride). The solvent is CN(P(=O)(N(C)C)N(C)C)C (hexamethylphosphoramide), C(C)(=O)O (acetic acid), O (water), O1CCCC1 (tetrahydrofuran), O1CCCC1 (tetrahydrofuran). Run at time 1 hour. Product: ClC1=CC=C(OC(C(=O)OC)C2=CC=C(C=C2)OCOC2=CC=C(C=C2)Cl)C=C1 (Methyl (p-chlorophenoxy){p-[(p-chlorophenoxy)methoxy]-phenyl}acetate). The yield is 103.4%. Reaction SMILES: [Cl:1][C:2]1[CH:7]=[CH:6][C:5]([OH:8])=[CH:4][CH:3]=1.[H-].[Na+].[I-].[K+].Br[CH:14]([C:19]1[CH:24]=[CH:23][C:22]([O:25][CH2:26][O:27][C:28]2[CH:33]=[CH:32][C:31]([Cl:34])=[CH:30][CH:29]=2)=[CH:21][CH:20]=1)[C:15]([O:17][CH3:18])=[O:16]>O1CCCC1.C(O)(=O)C.O.CN(C)P(N(C)C)(N(C)C)=O>[Cl:1][C:2]1[CH:7]=[CH:6][C:5]([O:8][CH:14]([C:19]2[CH:20]=[CH:21][C:22]([O:25][CH2:26][O:27][C:28]3[CH:29]=[CH:30][C:31]([Cl:34])=[CH:32][CH:33]=3)=[CH:23][CH:24]=2)[C:15]([O:17][CH3:18])=[O:16])=[CH:4][CH:3]=1 |f:1.2,3.4|. Reported procedure: To a solution of 2.74 g of p-chlorophenol in 25 ml of tetrahydrofuran is added 0.85 g of 60% sodium hydride-oil dispersion. After stirring under argon at room temperature for 1 hour, 3.52 g of potassium iodide and 1 ml of hexamethylphosphoramide is added. To the mixture is added dropwise, a solution of 8.18 g of methyl bromo{p-[(p-chlorophenoxy)methoxy]phenyl}acetate in 45 ml of tetrahydrofuran. The mixture is refluxed for 18 hours. The mixture is poured into 500 ml of ice and water containing 2... The reactants are ClCC=1C=C(C(=O)NC2=C(C(=O)NC3=NN(C=C3)C3=CC(=CC=C3)C(F)(F)F)C=C(C=C2)N2CCCCC2)C=CC1 (2-(3-(chloromethyl)benzamido)-5-(piperidin-1-yl)-N-(1-(3-(trifluoromethyl)phenyl)-1H-pyrazol-3-yl)benzamide), SC=1C=C(C=CC1)CC(=O)O ((3-mercaptophenyl)acetic acid), C([O-])([O-])=O.[K+].[K+] (potassium carbonate), SC=1C=C(C=CC1)CC(=O)O ((3-mercaptophenyl)acetic acid). Run in CN(C)C=O (DMF). Run at time 8 hour. The product is N1(CCCCC1)C1=CC(=C(C=C1)NC(=O)C=1C=C(CSC=2C=C(C=CC2)CC(=O)O)C=CC1)C(NC1=NN(C=C1)C1=CC(=CC=C1)C(F)(F)F)=O (2-(3-((3-((4-(Piperidin-1-yl)-2-((1-(3-(trifluoromethyl)phenyl)-1H-pyrazol-3-yl)carbamoyl)phenyl)carbamoyl)benzyl)thio)phenyl)acetic acid). As a reaction SMILES: Cl[CH2:2][C:3]1[CH:4]=[C:5]([CH:39]=[CH:40][CH:41]=1)[C:6]([NH:8][C:9]1[CH:32]=[CH:31][C:30]([N:33]2[CH2:38][CH2:37][CH2:36][CH2:35][CH2:34]2)=[CH:29][C:10]=1[C:11]([NH:13][C:14]1[CH:18]=[CH:17][N:16]([C:19]2[CH:24]=[CH:23][CH:22]=[C:21]([C:25]([F:28])([F:27])[F:26])[CH:20]=2)[N:15]=1)=[O:12])=[O:7].C(=O)([O-])[O-].[K+].[K+].[SH:48][C:49]1[CH:50]=[C:51]([CH2:55][C:56]([OH:58])=[O:57])[CH:52]=[CH:53][CH:54]=1>CN(C=O)C>[N:33]1([C:30]2[CH:31]=[CH:32][C:9]([NH:8][C:6]([C:5]3[CH:4]=[C:3]([CH:41]=[CH:40][CH:39]=3)[CH2:2][S:48][C:49]3[CH:50]=[C:51]([CH2:55][C:56]([OH:58])=[O:57])[CH:52]=[CH:53][CH:54]=3)=[O:7])=[C:10]([C:11](=[O:12])[NH:13][C:14]3[CH:18]=[CH:17][N:16]([C:19]4[CH:24]=[CH:23][CH:22]=[C:21]([C:25]([F:27])([F:28])[F:26])[CH:20]=4)[N:15]=3)[CH:29]=2)[CH2:38][CH2:37][CH2:36][CH2:35][CH2:34]1 |f:1.2.3|. Reported procedure: Into a round bottom flask was placed a solution of 2-(3-(chloromethyl)benzamido)-5-(piperidin-1-yl)-N-(1-(3-(trifluoromethyl)phenyl)-1H-pyrazol-3-yl)benzamide 21b (0.23 mmol, 1 equiv) in DMF (1.2 mL), potassium carbonate (127.1 mg, 0.92 mmol, 4 equiv), and (3-mercaptophenyl)acetic acid (42.6 mg, 0.253 mmol, 1.1 equiv). The solution was stirred overnight at room temperature. The reaction progress was monitored by LCMS. After 16.5 h, more (3-mercaptophenyl)acetic acid (7 mg) was added to the solut...